From a dataset of the Open Reaction Database (ORD), a public repository of structured organic reaction records. describe an organic reaction: reactants, conditions, products, and yield RXN SMILES: [CH2:48]([SiH:49]([CH2:50][CH3:51])[CH2:52][CH3:53])[CH3:54].[CH3:1][O:2][C:3](=[O:4])[c:5]1[c:6]2[cH:7][cH:8][cH:9][n:10][c:11]2[c:12]([O:27][CH:28]([c:29]2[cH:30][cH:31][cH:32][cH:33][cH:34]2)[c:35]2[cH:36][cH:37][cH:38][cH:39][cH:40]2)[c:13]2[c:14]1[CH2:15][N:16]([CH2:19][c:20]1[cH:21][cH:22][c:23]([F:26])[cH:24][cH:25]1)[C:17]2=[O:18].[Cl:55][CH2:56][Cl:57].[F:41][C:42]([F:43])([F:44])[C:45]([OH:46])=[O:47]>>[CH3:1][O:2][C:3](=[O:4])[c:5]1[c:6]2[cH:7][cH:8][cH:9][n:10][c:11]2[c:12]([OH:27])[c:13]2[c:14]1[CH2:15][N:16]([CH2:19][c:20]1[cH:21][cH:22][c:23]([F:26])[cH:24][cH:25]1)[C:17]2=[O:18]. Product: COC(=O)c1c2c(c(O)c3ncccc13)C(=O)N(Cc1ccc(F)cc1)C2. Starting materials: CC[SiH](CC)CC, COC(=O)c1c2c(c(OC(c3ccccc3)c3ccccc3)c3ncccc13)C(=O)N(Cc1ccc(F)cc1)C2, ClCCl, O=C(O)C(F)(F)F.